From a dataset of the Open Reaction Database (ORD), a public repository of structured organic reaction records. describe an organic reaction: reactants, conditions, products, and yield The reactants are O=CCCCCCNC(=O)OCc1ccccc1, C=O, C1CNCCN1, CC(=O)O, O. The product is C=C(C=O)CCCCNC(=O)OCc1ccccc1. As a reaction SMILES: [CH2:13]([c:14]1[cH:15][cH:16][cH:17][cH:18][cH:19]1)[O:20][C:21](=[O:22])[NH:23][CH2:24][CH2:25][CH2:26][CH2:27][CH2:28][CH:29]=[O:30].[CH2:1]=[O:2].[CH2:3]1[NH:4][CH2:5][CH2:6][NH:7][CH2:8]1.[CH3:9][C:10](=[O:11])[OH:12].[OH2:31]>>[CH2:3]=[C:28]([CH2:27][CH2:26][CH2:25][CH2:24][NH:23][C:21]([O:20][CH2:13][c:14]1[cH:15][cH:16][cH:17][cH:18][cH:19]1)=[O:22])[CH:29]=[O:30].